Dataset: the Open Reaction Database (ORD), a public repository of structured organic reaction records. Task: describe an organic reaction: reactants, conditions, products, and yield Reaction SMILES: [CH3:1][C:2]1[C:10]2[C:9](=[O:11])[NH:8][CH:7]=[N:6][C:5]=2[S:4][C:3]=1[S:12](Cl)(=[O:14])=[O:13].CCN(C(C)C)C(C)C.[CH3:25][N:26]([CH3:31])[CH2:27][CH2:28][CH2:29][NH2:30].Cl>C(Cl)Cl>[CH3:25][N:26]([CH3:31])[CH2:27][CH2:28][CH2:29][NH:30][S:12]([C:3]1[S:4][C:5]2[N:6]=[CH:7][NH:8][C:9](=[O:11])[C:10]=2[C:2]=1[CH3:1])(=[O:14])=[O:13]. Reported procedure: To a stirred suspension of 5-methyl-4-oxo-3,4-dihydrothieno[2,3-d]pyrimidine-6-sulfonyl chloride (1.0 g, 12 mmol) in DCM (10 mL) at 0° C. was added Hünig's base (0.79 mL, 4.5 mmol) followed by N1,N1-dimethylpropane-1,3-diamine (0.52 mL, 4.2 mmol) and the solution stirred at ambient temperature for 2 hours. The suspension was adjusted to pH 8 with 2N hydrochloric acid, the precipitate collected by filtration, washed with water, diethyl ether and dried under vacuum to give the product as off-white... Reaction conditions: time 2 hour. The product is CN(CCCNS(=O)(=O)C1=C(C2=C(N=CNC2=O)S1)C)C (N-(3-(dimethylamino)propyl)-5-methyl-4-oxo-3,4-dihydrothieno[2,3-d]pyrimidine-6-sulfonamide). Run in C(Cl)Cl (DCM). Starting materials: Cl (hydrochloric acid), CC1=C(SC=2N=CNC(C21)=O)S(=O)(=O)Cl (5-methyl-4-oxo-3,4-dihydrothieno[2,3-d]pyrimidine-6-sulfonyl chloride), CN(CCCN)C (N1,N1-dimethylpropane-1,3-diamine), CCN(C(C)C)C(C)C (Hünig's base). The yield is 80.7%. The reactants are C1(=CC=CC=C1)B(O)O (phenyl boronic acid), C(=O)([O-])[O-].[Na+].[Na+] (Na2CO3), ClC1=CC=C(CN(C(=O)C2(N(CC2)C(CC2=CC(=CC=C2)I)=O)C)C)C=C1 (1-[2-(3-iodo-phenyl)-acetyl]-2-methyl-azetidine-2-carboxylic acid (4-chloro-benzyl)-methyl-amide), compound 8. The solvent is O1CCOCC1.O (Dioxane H2O). Reaction conditions: temperature 90 celsius. Product: ClC1=CC=C(CN(C(=O)C2(N(CC2)C(CC=2C=C(C=CC2)C2=CC=CC=C2)=O)C)C)C=C1 (1-(2-biphenyl-3-yl-acetyl)-2-methyl-azetidine-2-carboxylic acid (4-chloro-benzyl)-methyl-amide). RXN SMILES: [C:1]1(B(O)O)[CH:6]=[CH:5][CH:4]=[CH:3][CH:2]=1.C([O-])([O-])=O.[Na+].[Na+].[Cl:16][C:17]1[CH:42]=[CH:41][C:20]([CH2:21][N:22]([CH3:40])[C:23]([C:25]2([CH3:39])[CH2:28][CH2:27][N:26]2[C:29](=[O:38])[CH2:30][C:31]2[CH:36]=[CH:35][CH:34]=[C:33](I)[CH:32]=2)=[O:24])=[CH:19][CH:18]=1>O1CCOCC1.O>[Cl:16][C:17]1[CH:42]=[CH:41][C:20]([CH2:21][N:22]([CH3:40])[C:23]([C:25]2([CH3:39])[CH2:28][CH2:27][N:26]2[C:29](=[O:38])[CH2:30][C:31]2[CH:32]=[C:33]([C:1]3[CH:6]=[CH:5][CH:4]=[CH:3][CH:2]=3)[CH:34]=[CH:35][CH:36]=2)=[O:24])=[CH:19][CH:18]=1 |f:1.2.3,5.6|. Procedure details: To a solution of phenyl boronic acid (1.5 eq.) in Dioxane/H2O (9/1) were added Na2CO3 (4 eq.) and 1-[2-(3-iodo-phenyl)-acetyl]-2-methyl-azetidine-2-carboxylic acid (4-chloro-benzyl)-methyl-amide, compound 8 (1 eq.). The flask was evacuated and backfilled with argon. Then Pd(PPh3)4 was added and the reaction was heated at 90° C. until completion. The crude was partitioned between water and EtOAc. The organic layer was washed with water and brine, dried over MgSO4, filtered and concentrated under ... The reactants are FC1=CC=C(C=C1)N1N=CC2=CC(=CC=C12)O[C@@H]([C@H](C)N)C1=CC(=CC=C1)OC ((1R,2S)-1-{[1-(4-fluorophenyl)-1H-indazol-5-yl]oxy}-1-(3-methoxyphenyl)propan-2-amine), CS(=O)(=O)C1=CC=C(S1)C(=O)O (5-(methylsulfonyl)thiophene-2-carboxylic acid). Product: FC1=CC=C(C=C1)N1N=CC2=CC(=CC=C12)O[C@@H]([C@H](C)NC(=O)C=1SC(=CC1)S(=O)(=O)C)C1=CC(=CC=C1)OC (N-[(1R,2S)-1-[1-(4-fluorophenyl)indazol-5-yl]oxy-1-(3-methoxyphenyl)propan-2yl]-5-methylsulfonyl-thiophene-2-carboxamide). Reaction SMILES: [F:1][C:2]1[CH:7]=[CH:6][C:5]([N:8]2[C:16]3[C:11](=[CH:12][C:13]([O:17][C@H:18]([C:22]4[CH:27]=[CH:26][CH:25]=[C:24]([O:28][CH3:29])[CH:23]=4)[C@@H:19]([NH2:21])[CH3:20])=[CH:14][CH:15]=3)[CH:10]=[N:9]2)=[CH:4][CH:3]=1.[CH3:30][S:31]([C:34]1[S:38][C:37]([C:39](O)=[O:40])=[CH:36][CH:35]=1)(=[O:33])=[O:32]>>[F:1][C:2]1[CH:3]=[CH:4][C:5]([N:8]2[C:16]3[C:11](=[CH:12][C:13]([O:17][C@H:18]([C:22]4[CH:27]=[CH:26][CH:25]=[C:24]([O:28][CH3:29])[CH:23]=4)[C@@H:19]([NH:21][C:39]([C:37]4[S:38][C:34]([S:31]([CH3:30])(=[O:33])=[O:32])=[CH:35][CH:36]=4)=[O:40])[CH3:20])=[CH:14][CH:15]=3)[CH:10]=[N:9]2)=[CH:6][CH:7]=1. Reported procedure: Prepared as described in Example 269 from (1R,2S)-1-(1-(4-fluorophenyl)-1H-indazol-5-yloxy)-1-(3-methoxyphenyl)propan-2-amine (6a, 70 mg, 0.18 mmol) and 5-(methylsulfonyl)thiophene-2-carboxylic acid (44.3 mg, 0.21 mmol) Starting materials: C(C1=CC=CC=C1)OC(=O)N([C@@H]1CC[C@@H](N(C1)C(=O)OC(C)(C)C)CCO)C(C)C (tert-butyl (2R,5R)-5-[[(benzyloxy)carbonyl](isopropyl)amino]-2-(hydroxy-ethyl)piperidine-1-carboxylate), CI (methyl iodide), [Cl-].[NH4+] (ammonium chloride), [H-].[Na+] (sodium hydride). Yields the product C(C1=CC=CC=C1)OC(=O)N([C@@H]1CC[C@@H](N(C1)C(=O)OC(C)(C)C)CCOC)C(C)C (tert-Butyl (2R,5R)-5-[[(benzyloxy)carbonyl](isopropyl)amino]-2-(methoxyethyl)piperidine-1-carboxylate). The yield is 99.1%. RXN SMILES: [CH2:1]([O:8][C:9]([N:11]([CH:28]([CH3:30])[CH3:29])[C@H:12]1[CH2:17][N:16]([C:18]([O:20][C:21]([CH3:24])([CH3:23])[CH3:22])=[O:19])[C@@H:15]([CH2:25][CH2:26][OH:27])[CH2:14][CH2:13]1)=[O:10])[C:2]1[CH:7]=[CH:6][CH:5]=[CH:4][CH:3]=1.[CH3:31]I.[H-].[Na+].[Cl-].[NH4+]>O1CCCC1>[CH2:1]([O:8][C:9]([N:11]([CH:28]([CH3:30])[CH3:29])[C@H:12]1[CH2:17][N:16]([C:18]([O:20][C:21]([CH3:22])([CH3:23])[CH3:24])=[O:19])[C@@H:15]([CH2:25][CH2:26][O:27][CH3:31])[CH2:14][CH2:13]1)=[O:10])[C:2]1[CH:3]=[CH:4][CH:5]=[CH:6][CH:7]=1 |f:2.3,4.5|. Reported procedure: To a solution of tert-butyl (2R,5R)-5-[[(benzyloxy)carbonyl](isopropyl)amino]-2-(hydroxy-ethyl)piperidine-1-carboxylate (2.10 g) in tetrahydrofuran (10 mL) was added methyl iodide (1.42 g), and the mixture was stirred. To the mixture was added 55% sodium hydride (300 mg) under ice-cooling, and the mixture was stirred at room temperature for 19 hours. To the reaction solution was added a saturated aqueous ammonium chloride solution (5 ml), and the mixture was extracted with ethyl acetate (50 ml).... Run in O1CCCC1 (tetrahydrofuran).